Dataset: the Open Reaction Database (ORD), a public repository of structured organic reaction records. Task: describe an organic reaction: reactants, conditions, products, and yield Reactants: C(C1=CC=CC=C1)OC=1C=C(C=CC1)C=1OC[C@H](N1)C1=CC=CC=C1 (2-(3-Benzyloxyphenyl)-4,5-dihydro-4(R)-phenyloxazole). Reagents/catalysts: [Pd] (palladium-on-charcoal). Solvent: C(C)(=O)OCC (ethyl acetate). Product: OC=1C=C(C=CC1)C=1OC[C@H](N1)C1=CC=CC=C1 (4,5-dihydro-2-(3-hydroxyphenyl)-4(R)-phenyloxazole). Isolated yield 48.4%. RXN SMILES: C([O:8][C:9]1[CH:10]=[C:11]([C:15]2[O:16][CH2:17][C@@H:18]([C:20]3[CH:25]=[CH:24][CH:23]=[CH:22][CH:21]=3)[N:19]=2)[CH:12]=[CH:13][CH:14]=1)C1C=CC=CC=1>C(OCC)(=O)C.[Pd]>[OH:8][C:9]1[CH:10]=[C:11]([C:15]2[O:16][CH2:17][C@@H:18]([C:20]3[CH:21]=[CH:22][CH:23]=[CH:24][CH:25]=3)[N:19]=2)[CH:12]=[CH:13][CH:14]=1. Procedure details: 2-(3-Benzyloxyphenyl)-4,5-dihydro-4(R)-phenyloxazole (3 g, 8.9 mmol) was dissolved in ethyl acetate (15 ml) and hydrogenolyzed in the presence of 10% palladium-on-charcoal (300 mg). Recrystallization from ethyl acetate/n-hexane gave 4,5-dihydro-2-(3-hydroxyphenyl)-4(R)-phenyloxazole (1.03 g, 48% ) as colorless needles. Starting materials: CCOC(=O)CBr, O=C([O-])[O-], CS(C)=O, CCC(C)c1ccc(C(F)(F)F)cc1O, [K+], [K+], O. Yields the product CCOC(=O)COc1cc(C(F)(F)F)ccc1C(C)CC. RXN SMILES: [Br:1][CH2:2][C:3](=[O:4])[O:5][CH2:6][CH3:7].[C:23](=[O:24])([O-:25])[O-:26].[CH3:30][S:31]([CH3:32])=[O:33].[F:8][C:9]([c:10]1[cH:11][cH:12][c:13]([CH:17]([CH2:18][CH3:19])[CH3:20])[c:14]([OH:16])[cH:15]1)([F:21])[F:22].[K+:27].[K+:28].[OH2:29]>>[CH2:2]([C:3](=[O:4])[O:5][CH2:6][CH3:7])[O:16][c:14]1[c:13]([CH:17]([CH2:18][CH3:19])[CH3:20])[cH:12][cH:11][c:10]([C:9]([F:8])([F:21])[F:22])[cH:15]1.